Dataset: the Open Reaction Database (ORD), a public repository of structured organic reaction records. Task: describe an organic reaction: reactants, conditions, products, and yield As a reaction SMILES: [CH:1]([C:4]1[CH:8]=[N:7][N:6]([C:9]2[CH:14]=[CH:13][CH:12]=[CH:11][C:10]=2[O:15][C:16]([F:19])([F:18])[F:17])[C:5]=1[CH2:20][OH:21])([CH3:3])[CH3:2].Cl[C:23]1[N:28]=[C:27]([CH3:29])[C:26]([N+:30]([O-:32])=[O:31])=[CH:25][CH:24]=1.C(=O)([O-])[O-].[Cs+].[Cs+].C(P(C(C)(C)C)C1C=CC2C(=CC=CC=2)C=1C1C2C(=CC=CC=2)C=CC=1)(C)(C)C>C1(C)C=CC=CC=1.C([O-])(=O)C.[Pd+2].C([O-])(=O)C>[CH:1]([C:4]1[CH:8]=[N:7][N:6]([C:9]2[CH:14]=[CH:13][CH:12]=[CH:11][C:10]=2[O:15][C:16]([F:17])([F:18])[F:19])[C:5]=1[CH2:20][O:21][C:23]1[N:28]=[C:27]([CH3:29])[C:26]([N+:30]([O-:32])=[O:31])=[CH:25][CH:24]=1)([CH3:3])[CH3:2] |f:2.3.4,7.8.9|. The product is C(C)(C)C1=C(N(N=C1)C1=C(C=CC=C1)OC(F)(F)F)COC1=CC=C(C(=N1)C)[N+](=O)[O-] (6-[4-Isopropyl-2-(2-trifluoromethoxy-phenyl)-2H-pyrazol-3-ylmethoxy]-2-methyl-3-nitro-pyridine). Reagents/catalysts: C(C)(=O)[O-].[Pd+2].C(C)(=O)[O-] (palladium (II) acetate). Procedure: To an ambient temperature solution of [4-Isopropyl-2-(2-trifluoromethoxy-phenyl)-2H-pyrazol-3-yl]-methanol (2.0 g, 6.66 mmol) in degassed toluene (22 mL) is added 6-Chloro-2-methyl-3-nitro-pyridine (1.15 g, 6.66 mmol), cesium carbonate (3.25 g, 9.99 mmol), 2-(Di-t-butylphosphino)-1,1′-binapthyl (332 mg, 0.833 mmol, 12.5 mol %), and palladium (II) acetate (150 mg, 0.666 mmol, 10 mol %). The reaction mixture is heated to 70° C. overnight. The reaction mixture is filtered through a pad of Celite®, ... Run at temperature 70 celsius. The yield is 93.9%. Run in C1(=CC=CC=C1)C (toluene). Reactants: C(C)(C)C1=C(N(N=C1)C1=C(C=CC=C1)OC(F)(F)F)CO ([4-Isopropyl-2-(2-trifluoromethoxy-phenyl)-2H-pyrazol-3-yl]-methanol), ClC1=CC=C(C(=N1)C)[N+](=O)[O-] (6-Chloro-2-methyl-3-nitro-pyridine), C([O-])([O-])=O.[Cs+].[Cs+] (cesium carbonate), C(C)(C)(C)P(C1=C(C2=CC=CC=C2C=C1)C1=CC=CC2=CC=CC=C12)C(C)(C)C (2-(Di-t-butylphosphino)-1,1′-binapthyl). Starting materials: C(CCC)N1C(NC(C1=O)=CC1=CC=C(C=C1)C(=O)O)=O (3-n-Butyl-5-(4-carboxybenzylidene) hydantoin), S(=O)(Cl)Cl (thionylchloride), CO (methanol). Run at temperature 40 celsius. Yields the product C(CCC)N1C(NC(C1=O)=CC1=CC=C(C=C1)C(=O)OC)=O (3-n-Butyl-5-(4-methoxycarbonylbenzylidene) hydantoin). Reaction SMILES: [CH2:1]([N:5]1[C:9](=[O:10])[C:8](=[CH:11][C:12]2[CH:17]=[CH:16][C:15]([C:18]([OH:20])=[O:19])=[CH:14][CH:13]=2)[NH:7][C:6]1=[O:21])[CH2:2][CH2:3][CH3:4].S(Cl)(Cl)=O.[CH3:26]O>>[CH2:1]([N:5]1[C:9](=[O:10])[C:8](=[CH:11][C:12]2[CH:13]=[CH:14][C:15]([C:18]([O:20][CH3:26])=[O:19])=[CH:16][CH:17]=2)[NH:7][C:6]1=[O:21])[CH2:2][CH2:3][CH3:4]. Reported procedure: 3-n-Butyl-5-(4-carboxybenzylidene) hydantoin (5.8 g; 0.02 mole) was added gradually to a stirred mixture of thionylchloride (1.5 ml; ca 0.02 mole) in methanol (100 ml.) prepared at -10° C. The mixture was gradually warmed to 40° C. and after 1 hour was boiled under reflux for 3 hours. After cooling and storage in the refrigerator, a white solid formed and was filtered off, washed with cold methanol and dried. This solid was recrystallised from ethyl acetate to give the title compound. Yield 3.2 ... Starting materials: CC(=O)Nc1ccc(C(=O)N2CCN(CCc3ccc(Cl)cc3)CC2)cc1, CCCI, [H-], [Na+], CN(C)C=O. Yields the product CCCN(C(C)=O)c1ccc(C(=O)N2CCN(CCc3ccc(Cl)cc3)CC2)cc1. RXN SMILES: [C:1]([CH3:2])(=[O:3])[NH:4][c:5]1[cH:6][cH:7][c:8]([C:9](=[O:10])[N:11]2[CH2:12][CH2:13][N:14]([CH2:17][CH2:18][c:19]3[cH:20][cH:21][c:22]([Cl:25])[cH:23][cH:24]3)[CH2:15][CH2:16]2)[cH:26][cH:27]1.[CH2:30]([CH2:31][CH3:32])[I:33].[H-:29].[Na+:28].[O:34]=[CH:35][N:36]([CH3:37])[CH3:38]>>[C:1]([CH3:2])(=[O:3])[N:4]([c:5]1[cH:6][cH:7][c:8]([C:9](=[O:10])[N:11]2[CH2:12][CH2:13][N:14]([CH2:17][CH2:18][c:19]3[cH:20][cH:21][c:22]([Cl:25])[cH:23][cH:24]3)[CH2:15][CH2:16]2)[cH:26][cH:27]1)[CH2:30][CH2:31][CH3:32]. Reactants: S(O)(O)(=O)=O (sulfuric acid), FC1=CN=C(C(=N1)C#N)O (6-fluoro-3-hydroxypyrazine-2-carbonitrile), aqueous solution, [OH-].[Na+] (sodium hydroxide). Run in O (water). Run at temperature 50 celsius, time 4 hour. The product is FC1=CN=C(C(=N1)C(=O)N)O (6-fluoro-3-hydroxypyrazine-2-carboxamide). Yield: 92.3%. Reaction SMILES: S(=O)(=O)(O)O.[F:6][C:7]1[N:12]=[C:11]([C:13]#[N:14])[C:10]([OH:15])=[N:9][CH:8]=1.[OH-:16].[Na+]>O>[F:6][C:7]1[N:12]=[C:11]([C:13]([NH2:14])=[O:16])[C:10]([OH:15])=[N:9][CH:8]=1 |f:2.3|. Procedure details: 14.39 g of concentrated sulfuric acid was added to 3.45 g of the oily 6-fluoro-3-hydroxypyrazine-2-carbonitrile, and the resulting mixture was stirred at 50° C. for 4 hours. The reaction mixture was then added dropwise over a period of 20 minutes to 44.5 ml of water that had been cooled to 3° C. Following completion of the dropwise addition, the resulting mixture was stirred for 20 minutes at a temperature of not more than 10° C. Subsequently, 10.17 g of a 28% aqueous solution of sodium hydroxid...